From a dataset of the Open Reaction Database (ORD), a public repository of structured organic reaction records. describe an organic reaction: reactants, conditions, products, and yield Reactants: C(=O)(O)CCC1=C(OCCCC(=O)O)C=CC=C1CCCCCCOC1=CC(=CC(=C1)C1=CSC=C1)C(N(C)C)=O (4-{2-(2-carboxy-ethyl)-3-[6-(3-dimethylcarbamoyl-5-thiophen-3-yl-phenoxy)-hexyl]-phenoxy}-butyric acid), C(C)OC(=O)CCC1=C(C=CC=C1OCCCC(=O)OCC)CCCCCCOC=1C=C(C(=O)O)C=C(C1)C1=CSC=C1 (3-{6-[2-(2-ethoxycarbonyl-ethyl)-3-(3-ethoxycarbonyl-propoxy)-phenyl]-hexyloxy}-5-thiophen-3-yl-benzoic acid), C1(CC1)N (cyclopropylamine). Yields the product C(=O)(O)CCC1=C(OCCCC(=O)O)C=CC=C1CCCCCCOC1=CC(=CC(=C1)C1=CSC=C1)C(NC1CC1)=O (4-{2-(2-Carboxy-ethyl)-3-[6-(3-cyclopropylcarbamoyl-5-thiophen-3-yl-phenoxy)-hexyl]-phenoxy}-butyric acid). As a reaction SMILES: [C:1]([CH2:4][CH2:5][C:6]1[C:18]([CH2:19][CH2:20][CH2:21][CH2:22][CH2:23][CH2:24][O:25][C:26]2[CH:31]=[C:30]([C:32]3[CH:36]=[CH:35][S:34][CH:33]=3)[CH:29]=[C:28]([C:37](=[O:41])N(C)C)[CH:27]=2)=[CH:17][CH:16]=[CH:15][C:7]=1[O:8][CH2:9][CH2:10][CH2:11][C:12]([OH:14])=[O:13])([OH:3])=[O:2].C(OC(CCC1C(OCCCC(OCC)=O)=CC=CC=1CCCCCCOC1C=C(C=C(C2C=CSC=2)C=1)C(O)=O)=O)C.[CH:85]1([NH2:88])[CH2:87][CH2:86]1>>[C:1]([CH2:4][CH2:5][C:6]1[C:18]([CH2:19][CH2:20][CH2:21][CH2:22][CH2:23][CH2:24][O:25][C:26]2[CH:31]=[C:30]([C:32]3[CH:36]=[CH:35][S:34][CH:33]=3)[CH:29]=[C:28]([C:37](=[O:41])[NH:88][CH:85]3[CH2:87][CH2:86]3)[CH:27]=2)=[CH:17][CH:16]=[CH:15][C:7]=1[O:8][CH2:9][CH2:10][CH2:11][C:12]([OH:14])=[O:13])([OH:3])=[O:2]. Procedure details: The title compound was prepared by the same method as 4-{2-(2-carboxy-ethyl)-3-[6-(3-dimethylcarbamoyl-5-thiophen-3-yl-phenoxy)-hexyl]-phenoxy}-butyric acid starting from 3-{6-[2-(2-ethoxycarbonyl-ethyl)-3-(3-ethoxycarbonyl-propoxy)-phenyl]-hexyloxy}-5-thiophen-3-yl-benzoic acid and cyclopropylamine. Reactants: C(C)C(N(C(=O)OCC1=CC=CC=C1)CP(=S)(SCC)SCC)C(=O)O (Ethyl-N-[bis(ethylthio)phosphinothioylmethyl]-N-(benzyloxycarbonyl)glycine), Br (hydrobromic acid), CCOCC (Ether). Run in C(C)(=O)O (acetic acid). Product: C(C)N(CC(=O)O)CP(=S)(SCC)SCC (ethyl-N-[bis(ethylthio)phosphinothioylmethyl]glycine). Reaction SMILES: C([CH:3]([C:24]([OH:26])=[O:25])[N:4]([CH2:15][P:16]([S:21][CH2:22][CH3:23])([S:18][CH2:19][CH3:20])=[S:17])[C:5](OCC1C=CC=CC=1)=O)C.Br.[CH3:28]COCC>C(O)(=O)C>[CH2:5]([N:4]([CH2:15][P:16]([S:21][CH2:22][CH3:23])([S:18][CH2:19][CH3:20])=[S:17])[CH2:3][C:24]([OH:26])=[O:25])[CH3:28]. Reported procedure: Ethyl-N-[bis(ethylthio)phosphinothioylmethyl]-N-(benzyloxycarbonyl)glycine (4.0 g.) was dissolved in 10 ml. of 35% hydrobromic acid in acetic acid and stirred for one hour. Ether was then added to precipitate the desired material as the hydrobromide salt. The residue was washed three additional times with ether. The residue was then dissolved in benzene and treated with excess propylene oxide. The propylene oxide-benzene solution was then concentrated in vacuo to yield a yellow oil (1.5 g.) whic... Reactants: [Br-], C=CC(=O)OC, CC(C)(C)[O-], CCCC[N+](CCCC)(CCCC)CCCC, O=[N+]([O-])c1ccc2[nH]cc(Cc3ccc(F)cc3)c2c1, [K+], C1COCCO1, O. The product is COC(=O)CCn1cc(Cc2ccc(F)cc2)c2cc([N+](=O)[O-])ccc21. As a reaction SMILES: [Br-:34].[C:27]([CH:28]=[CH2:29])(=[O:30])[O:31][CH3:32].[CH3:1][C:2]([CH3:3])([O-:4])[CH3:5].[CH3:35][CH2:36][CH2:37][CH2:38][N+:39]([CH2:40][CH2:41][CH2:42][CH3:43])([CH2:44][CH2:45][CH2:46][CH3:47])[CH2:48][CH2:49][CH2:50][CH3:51].[F:7][c:8]1[cH:9][cH:10][c:11]([CH2:14][c:15]2[cH:16][nH:17][c:18]3[cH:19][cH:20][c:21]([N+:24](=[O:25])[O-:26])[cH:22][c:23]23)[cH:12][cH:13]1.[K+:6].[O:52]1[CH2:53][CH2:54][O:55][CH2:56][CH2:57]1.[OH2:33]>>[F:7][c:8]1[cH:9][cH:10][c:11]([CH2:14][c:15]2[cH:16][n:17]([CH2:29][CH2:28][C:27](=[O:30])[O:31][CH3:32])[c:18]3[cH:19][cH:20][c:21]([N+:24](=[O:25])[O-:26])[cH:22][c:23]23)[cH:12][cH:13]1. The reactants are C=CC(=O)OC, COC, OCCc1ncc[nH]1, Oc1ccc(O)cc1, c1ccc2c(c1)Nc1ccccc1S2. Yields the product C=CC(=O)O, OCCc1ncc[nH]1. RXN SMILES: [C:1]([CH:2]=[CH2:3])(=[O:4])[O:5][CH3:6].[CH3:29][O:30][CH3:31].[OH:7][CH2:8][CH2:9][c:10]1[nH:11][cH:12][cH:13][n:14]1.[c:32]1([OH:39])[cH:33][cH:34][c:35]([OH:36])[cH:37][cH:38]1.[cH:15]1[c:16]2[c:25]([cH:26][cH:27][cH:28]1)[S:24][c:19]1[c:18]([cH:23][cH:22][cH:21][cH:20]1)[NH:17]2>>[C:1]([CH:2]=[CH2:3])(=[O:4])[OH:5].[OH:7][CH2:8][CH2:9][c:10]1[nH:11][cH:12][cH:13][n:14]1. Reactants: FS(C=1C=C(C=CC1)N)(F)(F)(F)F (3-pentafluorosulfanylphenylamine), C1(C=2C(C(=O)O1)=CC=CC2)=O (phthalic anhydride), O (water). Solvent: C(C)(=O)O (acetic acid). The product is FS(C=1C=C(C=CC1)N1C(C2=CC=CC=C2C1=O)=O)(F)(F)(F)F (2-(3-Pentafluorosulfanylphenyl)isoindole-1,3-dione). Reaction SMILES: [F:1][S:2]([F:13])([F:12])([F:11])([F:10])[C:3]1[CH:4]=[C:5]([NH2:9])[CH:6]=[CH:7][CH:8]=1.[C:14]1(=O)[O:19][C:17](=[O:18])[C:16]2=[CH:20][CH:21]=[CH:22][CH:23]=[C:15]12.O>C(O)(=O)C>[F:1][S:2]([F:10])([F:11])([F:12])([F:13])[C:3]1[CH:4]=[C:5]([N:9]2[C:17](=[O:18])[C:16]3[C:15](=[CH:23][CH:22]=[CH:21][CH:20]=3)[C:14]2=[O:19])[CH:6]=[CH:7][CH:8]=1. Procedure details: 15 g (68.44 mmol) of 3-pentafluorosulfanylphenylamine was suspended with 10.14 g (68.44 mmol) of phthalic anhydride in 40 ml of a acetic acid and boiled under reflux for 2 h. The cool reaction mixture was admixed with 400 ml of water, heated in an ultrasound bath for 30 min and filtered. The residue was washed with water and subsequently with a little ethanol and dried under reduced pressure. 2-(3-Pentafluorosulfanylphenyl)isoindole-1,3-dione was obtained with a melting point of 188-190° C. Reactants: C(Br)(Br)(Br)Br (Carbon tetrabromide), CC1=C(C=O)C=CC(=C1C)OC (2,3-dimethylanisaldehyde), C1(=CC=CC=C1)P(C1=CC=CC=C1)C1=CC=CC=C1 (triphenylphosphine). Solvent: ClCCl (dichloromethane), ClCCl (dichloromethane). Conditions: temperature 0 celsius, time 1.5 hour. The product is BrC(=CC1=C(C(=C(C=C1)OC)C)C)Br (1-(2,2-Dibromovinyl)-4-methoxy-2,3-dimethylbenzene). RXN SMILES: [CH3:1][C:2]1[C:9]([CH3:10])=[C:8]([O:11][CH3:12])[CH:7]=[CH:6][C:3]=1[CH:4]=O.[C:13](Br)(Br)([Br:15])[Br:14].C1(P(C2C=CC=CC=2)C2C=CC=CC=2)C=CC=CC=1>ClCCl>[Br:14][C:13]([Br:15])=[CH:4][C:3]1[CH:6]=[CH:7][C:8]([O:11][CH3:12])=[C:9]([CH3:10])[C:2]=1[CH3:1]. Reported procedure: Under an N2 atmosphere, 2,3-dimethylanisaldehyde (3.0 g, 18.3 mmol) was dissolved in dichloromethane (100 mL) and cooled to 0° C. Carbon tetrabromide (9.10 g, 27.4 mmol) was added followed by a dropwise addition of triphenylphosphine (14.4 g, 54.9 mmol) in dichloromethane (100 mL). The reaction was allowed to stir at 1.5 h at 0° C. The reaction was concentrated in vacuo, and the resulting residue was suspended in a mixture of hexanes and chloroform (4:1). The solid was removed by filtration and ... The reactants are C(C)(C)(C)OC(C(=O)OC)C=1C(=C2C(=NC1C)NC=C2)C=2C=C1CCCOC1=CC2 (methyl 2-(tert-butoxy)-2-(4-(chroman-6-yl)-6-methyl-1H-pyrrolo[2,3-b]pyridin-5-yl)acetate), FC=1C=C(CBr)C=CC1C (3-fluoro-4-methylbenzyl bromide). The product is C(C)(C)(C)OC(C(=O)O)C=1C(=C2C(=NC1C)N(C=C2)CC2=CC(=C(C=C2)C)F)C=2C=C1CCCOC1=CC2 (2-(tert-butoxy)-2-(4-(chroman-6-yl)-1-(3-fluoro-4-methylbenzyl)-6-methyl-1H-pyrrolo[2,3-b]pyridin-5-yl)acetic acid). Reaction SMILES: [C:1]([O:5][CH:6]([C:11]1[C:12]([C:21]2[CH:22]=[C:23]3[C:28](=[CH:29][CH:30]=2)[O:27][CH2:26][CH2:25][CH2:24]3)=[C:13]2[CH:20]=[CH:19][NH:18][C:14]2=[N:15][C:16]=1[CH3:17])[C:7]([O:9]C)=[O:8])([CH3:4])([CH3:3])[CH3:2].[F:31][C:32]1[CH:33]=[C:34]([CH:37]=[CH:38][C:39]=1[CH3:40])[CH2:35]Br>>[C:1]([O:5][CH:6]([C:11]1[C:12]([C:21]2[CH:22]=[C:23]3[C:28](=[CH:29][CH:30]=2)[O:27][CH2:26][CH2:25][CH2:24]3)=[C:13]2[CH:20]=[CH:19][N:18]([CH2:35][C:34]3[CH:37]=[CH:38][C:39]([CH3:40])=[C:32]([F:31])[CH:33]=3)[C:14]2=[N:15][C:16]=1[CH3:17])[C:7]([OH:9])=[O:8])([CH3:2])([CH3:3])[CH3:4]. Procedure: The title compound was prepared in a manner similar to that described in Example 27, Step H from methyl 2-(tert-butoxy)-2-(4-(chroman-6-yl)-6-methyl-1H-pyrrolo[2,3-b]pyridin-5-yl)acetate and 3-fluoro-4-methylbenzyl bromide. 1H NMR (400 MHz, CHLOROFORM-d) δ ppm 7.50-7.42 (m, 1 H), 7.21 (dd, J=1.9, 10.8 Hz, 1 H), 7.14 (t, J=7.7 Hz, 1 H), 7.05 (t, J=3.4 Hz, 1 H), 6.99-6.89 (m, 3 H), 6.28 (dd, J=3.5, 11.5 Hz, 1 H), 5.60-5.56 (m, 1 H), 5.56-5.39 (m, 2 H), 4.28 (t, J=4.5 Hz, 2 H), 2.95-2.80 (m, 2 H), ... Starting materials: ClC1N(C(C2=CC=CC=C12)=O)C1=NC2=NC(=CC=C2C=C1)Cl (3-chloro-2-(7-chloro-1,8-naphthyridin-2-yl)-1-isoindolinone), Cl.C(C)(C)N(CCC(=O)O)C(C)C (3-diisopropylaminopropionic acid hydrochloride), N12CCCCCC2=NCCC1 (1,8-diazabicyclo-[5.4.0]undec-7-ene). Solvent: CN(C=O)C (dimethylformamide). Yields the product C(C)(C)N(CCC(=O)OC1N(C(C2=CC=CC=C12)=O)C1=NC2=NC(=CC=C2C=C1)Cl)C(C)C (2-(7-chloro-1,8-naphthyridin-2-yl)-3-oxo-1-isoindolinyl 3-diisopropylaminopropionate). The yield is 27.7%. Reaction SMILES: Cl[CH:2]1[C:10]2[C:5](=[CH:6][CH:7]=[CH:8][CH:9]=2)[C:4](=[O:11])[N:3]1[C:12]1[CH:21]=[CH:20][C:19]2[C:14](=[N:15][C:16]([Cl:22])=[CH:17][CH:18]=2)[N:13]=1.Cl.[CH:24]([N:27]([CH:33]([CH3:35])[CH3:34])[CH2:28][CH2:29][C:30]([OH:32])=[O:31])([CH3:26])[CH3:25].N12CCCN=C1CCCCC2>CN(C)C=O>[CH:33]([N:27]([CH:24]([CH3:26])[CH3:25])[CH2:28][CH2:29][C:30]([O:32][CH:2]1[C:10]2[C:5](=[CH:6][CH:7]=[CH:8][CH:9]=2)[C:4](=[O:11])[N:3]1[C:12]1[CH:21]=[CH:20][C:19]2[C:14](=[N:15][C:16]([Cl:22])=[CH:17][CH:18]=2)[N:13]=1)=[O:31])([CH3:35])[CH3:34] |f:1.2|. Reported procedure: Working as in Example 1, but starting with 3-chloro-2-(7-chloro-1,8-naphthyridin-2-yl)-1-isoindolinone (6.9 g) in anhydrous dimethylformamide (70 cc), 3-diisopropylaminopropionic acid hydrochloride (4.4 g) and 1,8-diazabicyclo-[5.4.0]undec-7-ene (7.45 g), and after the residue obtained has been recrystallized successively, first in acetonitrile and then in ethanol, 2-(7-chloro-1,8-naphthyridin-2-yl)-3-oxo-1-isoindolinyl 3-diisopropylaminopropionate (2.7 g), m.p. 135° C., is obtained.